Dataset: the Open Reaction Database (ORD), a public repository of structured organic reaction records. Task: describe an organic reaction: reactants, conditions, products, and yield Run at temperature 20 celsius, time 4 hour. Starting materials: ClC=1C=C(C=CC1)O (3-chlorophenol), CCN(C(C)C)C(C)C (DIEA), ClCOC (chloro(methoxy)methane). Product: ClC1=CC(=CC=C1)OCOC (1-chloro-3-(methoxymethoxy)benzene). Procedure details: To a solution of 3-chlorophenol (50 g, 390.62 mmol, 1.00 equiv) in DCM (500 mL) was added DIEA (554 g, 4.29 mol, 11.00 equiv), followed by chloro(methoxy)methane (380 g, 10.00 equiv) at 20° C. The resulting mixture was allowed to react, with stirring, for 4 h at 20° C. The reaction mixture was then quenched with water. The separated organic phase was washed with water (2×), dried over Na2SO4 and then concentrated under vacuum to give 1-chloro-3-(methoxymethoxy)benzene as a white oil. Reaction SMILES: [Cl:1][C:2]1[CH:3]=[C:4]([OH:8])[CH:5]=[CH:6][CH:7]=1.CCN(C(C)C)C(C)C.Cl[CH2:19][O:20][CH3:21]>C(Cl)Cl>[Cl:1][C:2]1[CH:7]=[CH:6][CH:5]=[C:4]([O:8][CH2:19][O:20][CH3:21])[CH:3]=1. Solvent: C(Cl)Cl (DCM). Reactants: C1CCOC1, CC(C)(C)OC(=O)Nc1ccc(C(=O)N2CCC(Cc3ccccc3)CC2)c(Cl)c1, [H-], CI, [Na+], O. Yields the product CNc1ccc(C(=O)N2CCC(Cc3ccccc3)CC2)c(Cl)c1. RXN SMILES: [CH2:36]1[O:37][CH2:38][CH2:39][CH2:40]1.[Cl:1][c:2]1[c:3]([C:4](=[O:5])[N:6]2[CH2:7][CH2:8][CH:9]([CH2:12][c:13]3[cH:14][cH:15][cH:16][cH:17][cH:18]3)[CH2:10][CH2:11]2)[cH:19][cH:20][c:21]([NH:23][C:24]([O:25][C:26]([CH3:27])([CH3:28])[CH3:29])=[O:30])[cH:22]1.[H-:32].[I:33][CH3:34].[Na+:31].[OH2:35]>>[Cl:1][c:2]1[c:3]([C:4](=[O:5])[N:6]2[CH2:7][CH2:8][CH:9]([CH2:12][c:13]3[cH:14][cH:15][cH:16][cH:17][cH:18]3)[CH2:10][CH2:11]2)[cH:19][cH:20][c:21]([NH:23][CH3:24])[cH:22]1. The reactants are C(CCCCCCCCC(=O)OC1CC(N(C(C1)(C)C)O)(C)C)(=O)OC1CC(N(C(C1)(C)C)O)(C)C (bis(1-oxyl-2,2,6,6-tetramethylpiperidin-4-yl) sebacate), N1=CC=CC=C1 (pyridine), N(=O)OC(C)(C)C (tert-butyl nitrite), NC1=CC=CC=C1 (aniline). Product: C(CCCCCCCCC(=O)OC1CC(N(C(C1)(C)C)OC1=CC=CC=C1)(C)C)(=O)OC1CC(N(C(C1)(C)C)OC1=CC=CC=C1)(C)C (Di(1-phenoxy-2,2,6,6-tetramethylpiperidin-4-yl) Sebacate). Isolated yield 47.9%. RXN SMILES: [C:1]([O:25][CH:26]1[CH2:31][C:30]([CH3:33])([CH3:32])[N:29]([OH:34])[C:28]([CH3:36])([CH3:35])[CH2:27]1)(=[O:24])[CH2:2][CH2:3][CH2:4][CH2:5][CH2:6][CH2:7][CH2:8][CH2:9][C:10]([O:12][CH:13]1[CH2:18][C:17]([CH3:20])([CH3:19])[N:16]([OH:21])[C:15]([CH3:23])([CH3:22])[CH2:14]1)=[O:11].N(O[C:40]([CH3:43])([CH3:42])C)=O.N[C:45]1[CH:50]=[CH:49][CH:48]=[CH:47][CH:46]=1.N1C=C[CH:54]=[CH:53][CH:52]=1>>[C:1]([O:25][CH:26]1[CH2:27][C:28]([CH3:36])([CH3:35])[N:29]([O:34][C:42]2[CH:40]=[CH:43][CH:54]=[CH:53][CH:52]=2)[C:30]([CH3:33])([CH3:32])[CH2:31]1)(=[O:24])[CH2:2][CH2:3][CH2:4][CH2:5][CH2:6][CH2:7][CH2:8][CH2:9][C:10]([O:12][CH:13]1[CH2:14][C:15]([CH3:22])([CH3:23])[N:16]([O:21][C:45]2[CH:50]=[CH:49][CH:48]=[CH:47][CH:46]=2)[C:17]([CH3:19])([CH3:20])[CH2:18]1)=[O:11]. Reported procedure: The procedure of Example 1 is repeated using 23.32 g (240 mmol) of bis(1-oxyl-2,2,6,6-tetramethylpiperidin-4-yl) sebacate, 30.9 g (300 mmol) of tert-butyl nitrite, 35.5 mg (0.059 mmol) of (S,S)-(+)-N,N-bis(3,5-di-tert-butylsalicylidene)-1,2-cyclohexanediaminocobalt(II), 120 mL of pyridine and 22.32 g (240 mmol) of aniline at 70° C. A total of 10 g of the 47 g of crude product is purified by vacuum flash chromatography (1% ethyl acetate in heptane) to give 4.0 g of the title compound as a yellowi... Starting materials: CC1=CC=C2C=CC=NC2=C1 (7-methylquinoline). The reagents and catalysts are [Pd] (palladium on activated carbon). Run in CO (methanol). Run at time 8 hour. The product is CC1=CC=C2CCCNC2=C1 (7-methyl-1,2,3,4-tetrahydroquinoline). The yield is 99.7%. RXN SMILES: [CH3:1][C:2]1[CH:11]=[C:10]2[C:5]([CH:6]=[CH:7][CH:8]=[N:9]2)=[CH:4][CH:3]=1>CO.[Pd]>[CH3:1][C:2]1[CH:11]=[C:10]2[C:5]([CH2:6][CH2:7][CH2:8][NH:9]2)=[CH:4][CH:3]=1. Procedure details: To a solution of 7-methylquinoline (2.00 g) in methanol (40 ml), 10% palladium on activated carbon (200 mg) was added and stirred overnight under a hydrogen atmosphere (60 psi) at room temperature. After the reaction mixture was filtered through celite, the solvent was distilled off under reduced pressure and the resulting residue was purified by silica gel column chromatography (eluting solvent: n-hexane:ethyl acetate=20:1 to 10:1) to give the titled compound, i.e., 7-methyl-1,2,3,4-tetrahydroq... RXN SMILES: [CH:1]([C:3]1[CH:23]=[CH:22][C:6]([O:7][CH2:8][C:9]2[N:10]=[C:11](/[CH:15]=[CH:16]/[C:17]([O:19][CH2:20][CH3:21])=[O:18])[O:12][C:13]=2[CH3:14])=[C:5]([O:24][CH3:25])[CH:4]=1)=[O:2].C(O)C.[BH4-].[Na+].O>O1CCCC1>[OH:2][CH2:1][C:3]1[CH:23]=[CH:22][C:6]([O:7][CH2:8][C:9]2[N:10]=[C:11](/[CH:15]=[CH:16]/[C:17]([O:19][CH2:20][CH3:21])=[O:18])[O:12][C:13]=2[CH3:14])=[C:5]([O:24][CH3:25])[CH:4]=1 |f:2.3|. Conditions: time 1 hour. Yield: 91.6%. Product: OCC1=CC(=C(OCC=2N=C(OC2C)/C=C/C(=O)OCC)C=C1)OC (ethyl (2E)-3-{4[(4-hydroxymethyl-2-methoxyphenoxy)methyl]-5-methyl-1,3-oxazol-2-yl}-2-propenoate). Reactants: C(=O)C1=CC(=C(OCC=2N=C(OC2C)/C=C/C(=O)OCC)C=C1)OC (ethyl (2E)-3-{4[(4-formyl-2-methoxyphenoxy)methyl]-5-methyl-1,3-oxazol-2-yl}-2-propenoate), O (water), C(C)O (ethanol), [BH4-].[Na+] (sodium borohydride). Reported procedure: To a solution of ethyl (2E)-3-{4[(4-formyl-2-methoxyphenoxy)methyl]-5-methyl-1,3-oxazol-2-yl}-2-propenoate (11.94 g) in tetrahydrofuran (200 mL)-ethanol (20 mL) was gradually added sodium borohydride (650 mg) at 0° C. After stirring the reaction mixture for 1 hr, water was added, and the mixture was extracted with ethyl acetate. The organic layer was washed with water, dried over anhydrous magnesium sulfate and concentrated to give crystals of ethyl (2E)-3-{4[(4-hydroxymethyl-2-methoxyphenoxy)me... Solvent: O1CCCC1 (tetrahydrofuran).